From a dataset of the Open Reaction Database (ORD), a public repository of structured organic reaction records. describe an organic reaction: reactants, conditions, products, and yield Reaction SMILES: [BrH:1].Br[CH:3]([CH3:6])[CH2:4][NH2:5].[CH3:7][S:8](Cl)(=[O:10])=[O:9]>N1C=CC=CC=1.CCOCC>[Br:1][CH2:6][CH2:3][CH2:4][NH:5][S:8]([CH3:7])(=[O:10])=[O:9] |f:0.1|. Conditions: time 15 minute. Procedure details: To a cooled solution of 2-bromopropylamine hydrobromide (43.8 g., 0.20 mole) in pyridine (100 ml.) was added over a period of 40 minutes methanesulfonyl chloride (15.2 ml., 0.20 mole). The reaction mixture was stirred for 15 minutes and then diluted with ether. The remaining solid was filtered off, washed with about 200 ml. of acetone. The filtrate and washes were concentrated in vacuo. The residue was extracted with three 100 ml. portions of acetone. Upon evaporation of the acetone, 30.4 g. of ... The reactants are Br.BrC(CN)C (2-bromopropylamine hydrobromide), CS(=O)(=O)Cl (methanesulfonyl chloride). The solvent is CCOCC (ether), N1=CC=CC=C1 (pyridine). The product is BrCCCNS(=O)(=O)C (N-(3-bromopropyl) methanesulfonamide). Reactants: C(C)(=O)OCC (ethyl acetate), C(C)(=O)OCC (ethyl acetate), C(C)(=O)OCC (ethyl acetate), Cl.N1=CC=CC=C1 (pyridine hydrochloride), CNC(=O)N1C=CC2=CC(=CC=C12)N (5-aminoindole-1-carboxylic acid methylamide), ClC1=CC(=NC=C1)NC(=O)NCCCN(CC)CC (1-(4-Chloropyridin-2-yl)-3-(3-diethylaminopropyl)urea). The solvent is CO (methanol), C(C)OC(C)O (ethoxyethanol). Reaction conditions: temperature 130 celsius, time 2 hour. Yields the product CNC(=O)N1C=CC2=CC(=CC=C12)NC1=CC(=NC=C1)NC(=O)NCCCN(CC)CC (5-(2-(3-(3-Diethylaminopropyl)ureido)pyridin-4-ylamino)indole-1-carboxylic acid methylamide). Yield: 16.4%. RXN SMILES: Cl[C:2]1[CH:7]=[CH:6][N:5]=[C:4]([NH:8][C:9]([NH:11][CH2:12][CH2:13][CH2:14][N:15]([CH2:18][CH3:19])[CH2:16][CH3:17])=[O:10])[CH:3]=1.Cl.N1C=CC=CC=1.[CH3:27][NH:28][C:29]([N:31]1[C:39]2[C:34](=[CH:35][C:36]([NH2:40])=[CH:37][CH:38]=2)[CH:33]=[CH:32]1)=[O:30].C(OCC)(=O)C>C(OC(O)C)C.CO>[CH3:27][NH:28][C:29]([N:31]1[C:39]2[C:34](=[CH:35][C:36]([NH:40][C:2]3[CH:7]=[CH:6][N:5]=[C:4]([NH:8][C:9]([NH:11][CH2:12][CH2:13][CH2:14][N:15]([CH2:18][CH3:19])[CH2:16][CH3:17])=[O:10])[CH:3]=3)=[CH:37][CH:38]=2)[CH:33]=[CH:32]1)=[O:30] |f:1.2|. Procedure: 1-(4-Chloropyridin-2-yl)-3-(3-diethylaminopropyl)urea (30 mg, 0.11 mmol) was dissolved in ethoxyethanol (1.1 ml); pyridine hydrochloride (24 mg, 0.22 mmol) and 5-aminoindole-1-carboxylic acid methylamide (22 mg, 0.12 mmol, Production example 218-2) was added thereto; and the reaction mixture was stirred at 130° C. for 2 hours. After cooled down to room temperature, the reaction mixture was partitioned between a saturated aqueous solution of sodium hydrogencarbonate and ethyl acetate; and the org... Reactants: CC(C)(C)OC(=O)NCCSc1nc2ccccc2n1C(C(=O)[O-])C(C)(C)C, C1CCOC1, Cl, [Na+], [OH-], O. The product is CC(C)(C)OC(=O)NCCSc1nc2ccccc2n1CC(=O)O. Reaction SMILES: [C:1]([CH3:2])([CH3:3])([CH3:4])[CH:5]([C:6](=[O:7])[O-:8])[n:9]1[c:10]([S:18][CH2:19][CH2:20][NH:21][C:22](=[O:23])[O:24][C:25]([CH3:26])([CH3:27])[CH3:28])[n:11][c:12]2[c:13]1[cH:14][cH:15][cH:16][cH:17]2.[CH2:29]1[O:30][CH2:31][CH2:32][CH2:33]1.[ClH:34].[Na+:36].[OH-:35].[OH2:37]>>[CH2:5]([C:6](=[O:7])[OH:8])[n:9]1[c:10]([S:18][CH2:19][CH2:20][NH:21][C:22](=[O:23])[O:24][C:25]([CH3:26])([CH3:27])[CH3:28])[n:11][c:12]2[c:13]1[cH:14][cH:15][cH:16][cH:17]2. The reactants are ClC1=C(C=CC(=C1)Cl)C(CC(C(C)(C)C)=O)S(=O)(=O)C1=CC=CC=C1 (1-(2,4-dichlorophenyl)-4,4-dimethyl-1-phenylsulfonylpentan-3-one), BrBr (bromine). Solvent: C(Cl)(Cl)Cl (chloroform). Reaction conditions: time 4 hour. Product: BrC(C(S(=O)(=O)C1=CC=CC=C1)C1=C(C=C(C=C1)Cl)Cl)C(C(C)(C)C)=O (2-bromo-1-(2,4-dichlorophenyl)-4,4-dimethyl-1-phenylsulfonylpentan-3-one). The yield is 93.1%. Reaction SMILES: [Cl:1][C:2]1[CH:7]=[C:6]([Cl:8])[CH:5]=[CH:4][C:3]=1[CH:9]([S:17]([C:20]1[CH:25]=[CH:24][CH:23]=[CH:22][CH:21]=1)(=[O:19])=[O:18])[CH2:10][C:11](=[O:16])[C:12]([CH3:15])([CH3:14])[CH3:13].[Br:26]Br>C(Cl)(Cl)Cl>[Br:26][CH:10]([C:11](=[O:16])[C:12]([CH3:14])([CH3:15])[CH3:13])[CH:9]([C:3]1[CH:4]=[CH:5][C:6]([Cl:8])=[CH:7][C:2]=1[Cl:1])[S:17]([C:20]1[CH:21]=[CH:22][CH:23]=[CH:24][CH:25]=1)(=[O:19])=[O:18]. Procedure: To a solution of 39.9 g of 1-(2,4-dichlorophenyl)-4,4-dimethyl-1-phenylsulfonylpentan-3-one in 500 ml of chloroform, 16.8 g of bromine was added dropwise at 60° C. and the mixture was then kept at 60° C. for 4 hours. The reaction mixture was treated in the same way as that of Example 3 to give 44.5 g of crystals of the captioned compound. m.p. 135°-136° C. Starting materials: CCN=C=NCCCN(C)C, CCN(C(C)C)C(C)C, Cl, O=C(O)c1ccnn(-c2ccc(F)cc2)c1=O, CC(C)(C)OC(=O)N1CCC(c2cc3nccc(Oc4ccc(N)cc4F)c3s2)CC1, CN(C)C=O, On1nnc2ccccc21. Product: CC(C)(C)OC(=O)N1CCC(c2cc3nccc(Oc4ccc(NC(=O)c5ccnn(-c6ccc(F)cc6)c5=O)cc4F)c3s2)CC1. Reaction SMILES: [CH2:50]([N:51]=[C:52]=[N:53][CH2:54][CH2:55][CH2:56][N:57]([CH3:58])[CH3:59])[CH3:60].[CH2:71]([N:72]([CH:73]([CH3:74])[CH3:75])[CH:76]([CH3:77])[CH3:78])[CH3:79].[ClH:49].[F:32][c:33]1[cH:34][cH:35][c:36](-[n:39]2[n:40][cH:41][cH:42][c:43]([C:46](=[O:47])[OH:48])[c:44]2=[O:45])[cH:37][cH:38]1.[NH2:1][c:2]1[cH:3][c:4]([F:31])[c:5]([O:6][c:7]2[c:8]3[c:9]([n:10][cH:11][cH:12]2)[cH:13][c:14]([CH:16]2[CH2:17][CH2:18][N:19]([C:22](=[O:23])[O:24][C:25]([CH3:26])([CH3:27])[CH3:28])[CH2:20][CH2:21]2)[s:15]3)[cH:29][cH:30]1.[O:80]=[CH:81][N:82]([CH3:83])[CH3:84].[n:61]1([OH:62])[c:63]2[cH:64][cH:65][cH:66][cH:67][c:68]2[n:69][n:70]1>>[NH:1]([c:2]1[cH:3][c:4]([F:31])[c:5]([O:6][c:7]2[c:8]3[c:9]([n:10][cH:11][cH:12]2)[cH:13][c:14]([CH:16]2[CH2:17][CH2:18][N:19]([C:22](=[O:23])[O:24][C:25]([CH3:26])([CH3:27])[CH3:28])[CH2:20][CH2:21]2)[s:15]3)[cH:29][cH:30]1)[C:46]([c:43]1[cH:42][cH:41][n:40][n:39](-[c:36]2[cH:35][cH:34][c:33]([F:32])[cH:38][cH:37]2)[c:44]1=[O:45])=[O:47]. Reactants: 30.6, C1(=CC=CS1)C#N (2-thenonitrile), O1CCCC1 (tetrahydrofuran), BrC=1C(=C(C=CC1)C)C1(OCCO1)C (2-(3-bromo-o-tolyl)-2-methyl-1,3-dioxolane), 200, [Cl-].[NH4+] (ammonium chloride), O1CCCC1 (tetrahydrofuran), [Mg] (magnesium). Run at temperature 0 celsius, time 2 hour. The product is CC1=C(C=CC=C1C(C1=CC=CS1)=O)C(C)=O (2'-methyl-3'-(2-thenoyl)acetophenone). RXN SMILES: Br[C:2]1[C:3]([C:9]2([CH3:14])[O:13]CCO2)=[C:4]([CH3:8])[CH:5]=[CH:6][CH:7]=1.[Mg].C1(C#N)[S:20][CH:19]=[CH:18][CH:17]=1.[Cl-].[NH4+].[O:25]1CC[CH2:27][CH2:26]1>>[CH3:8][C:4]1[C:3]([C:9](=[O:13])[C:14]2[S:20][CH:19]=[CH:18][CH:17]=2)=[CH:2][CH:7]=[CH:6][C:5]=1[C:26](=[O:25])[CH3:27] |f:3.4|. Reported procedure: To a stirred and refluxing Grignard-complex, previously prepared starting from 72 parts of 2-(3-bromo-o-tolyl)-2-methyl-1,3-dioxolane, 6.8 parts of magnesium and 180 parts of dry tetrahydrofuran, is added dropwise a solution of 30.6 parts of 2-thenonitrile in 90 parts of dry tetrahydrofuran. Upon completion, stirring at reflux is continued for 2 hours. The reaction mixture is allowed to stirr overnight at room temperature. After cooling to 0° C, the mixture is decomposed by the addition of 200 p... Starting materials: COC(=O)C(N)C(C)C, O=C(O)c1ccc2c(c1)OCO2. Yields the product COC(=O)C(NC(=O)c1ccc2c(c1)OCO2)C(C)C. As a reaction SMILES: [NH2:13][CH:14]([C:15](=[O:16])[O:17][CH3:18])[CH:19]([CH3:20])[CH3:21].[O:1]1[CH2:2][O:3][c:4]2[c:5]1[cH:6][cH:7][c:8]([C:10](=[O:11])[OH:12])[cH:9]2>>[O:1]1[CH2:2][O:3][c:4]2[c:5]1[cH:6][cH:7][c:8]([C:10](=[O:12])[NH:13][CH:14]([C:15](=[O:16])[O:17][CH3:18])[CH:19]([CH3:20])[CH3:21])[cH:9]2. Reactants: [H-].[Na+] (sodium hydride), Cl (hydrochloric acid), COC(CCCCCCCSC=1N(C(=C(N1)C1=CC=CC=C1)C1=CC=CC=C1)C1=CC=CC=C1)=O (8-(1.4.5-triphenylimidazol-2-yl mercapto)-octanoic acid methyl ester), CO (methanol). The solvent is O1CCCC1 (tetrahydrofurane), O (water). Reaction conditions: time 24 hour. Yields the product C1(=CC=CC=C1)N1C(=NC(=C1C1=CC=CC=C1)C1=CC=CC=C1)SCCCCCCCC(=O)O (8-(1.4.5-Triphenylimidazol-2-yl mercapto)-octanoic acid). Reaction SMILES: C[O:2][C:3](=[O:35])[CH2:4][CH2:5][CH2:6][CH2:7][CH2:8][CH2:9][CH2:10][S:11][C:12]1[N:13]([C:29]2[CH:34]=[CH:33][CH:32]=[CH:31][CH:30]=2)[C:14]([C:23]2[CH:28]=[CH:27][CH:26]=[CH:25][CH:24]=2)=[C:15]([C:17]2[CH:22]=[CH:21][CH:20]=[CH:19][CH:18]=2)[N:16]=1.[H-].[Na+].CO.Cl>O1CCCC1.O>[C:29]1([N:13]2[C:14]([C:23]3[CH:28]=[CH:27][CH:26]=[CH:25][CH:24]=3)=[C:15]([C:17]3[CH:18]=[CH:19][CH:20]=[CH:21][CH:22]=3)[N:16]=[C:12]2[S:11][CH2:10][CH2:9][CH2:8][CH2:7][CH2:6][CH2:5][CH2:4][C:3]([OH:35])=[O:2])[CH:30]=[CH:31][CH:32]=[CH:33][CH:34]=1 |f:1.2|. Procedure details: 170 g of 8-(1.4.5-triphenylimidazol-2-yl mercapto)-octanoic acid methyl ester are dissolved in 1.2 l of tetrahydrofurane. 42 g of sodium hydride dissolved in 700 cc. of methanol are added thereto. The mixture is stirred 24 hours at 40° to 50° C., cooled, diluted with about 2 l of water and acidified with delute hydrochloric acid. The crude acid is filtered off, dried and recrystallized from toluene. Reactants: C(C)(C)(C)OC(C(C(CCOC1=C(C(=CC(=C1F)F)F)F)NC(=O)OCC1=CC=CC=C1)O)=O (3-Benzyloxycarbonylamino-hydroxy-5-(2,3,5,6-tetrafluoro-phenoxy)-pentanoic acid tert-butyl ester), CO (MeOH). Reaction conditions: time 1.5 hour. Product: C(C)(C)(C)OC(CC(C(COC1=C(C(=CC(=C1F)F)F)F)O)N)=O (3-Amino-4-hydroxy-5-(2,3,5,6-tetrafluoro-phenoxy)-pentanoic acid tert-butyl ester). The yield is 99.0%. Reaction SMILES: [C:1]([O:5][C:6](=[O:34])[CH:7](O)[CH:8]([NH:22]C(OCC1C=CC=CC=1)=O)[CH2:9][CH2:10][O:11][C:12]1[C:17]([F:18])=[C:16]([F:19])[CH:15]=[C:14]([F:20])[C:13]=1[F:21])([CH3:4])([CH3:3])[CH3:2].C[OH:36]>>[C:1]([O:5][C:6](=[O:34])[CH2:7][CH:8]([NH2:22])[CH:9]([OH:36])[CH2:10][O:11][C:12]1[C:17]([F:18])=[C:16]([F:19])[CH:15]=[C:14]([F:20])[C:13]=1[F:21])([CH3:4])([CH3:3])[CH3:2]. Procedure: Composition 13 (163 mg, 0.33 mmol) and MeOH (˜15 mL) was added to a dry round bottom flask equipped with a magnetic stir bar. The flask was purged several times with N2 and a catalytic amount of 10% Pd on C was carefully added to the reaction flask. The resulting black heterogeneous mixture was evacuated under vacuum and charged twice with H2 via a rubber balloon with constant stirring. The reaction was stirred at room temperature for 1.5 h and upon completion was filtered thru a pad of Celite, ... Reactants: COc1c(OCCCN2CCOCC2)ccc2c1N=C(N)N1CCN=C21, CCN(C(C)C)C(C)C, Nc1cc(C(=O)O)ccn1, CN(C)C=O. As a reaction SMILES: [CH3:1][O:2][c:3]1[c:4]([O:17][CH2:18][CH2:19][CH2:20][N:21]2[CH2:22][CH2:23][O:24][CH2:25][CH2:26]2)[cH:5][cH:6][c:7]2[c:12]1[N:11]=[C:10]([NH2:13])[N:9]1[C:8]2=[N:16][CH2:15][CH2:14]1.[CH:37]([N:38]([CH:39]([CH3:40])[CH3:41])[CH2:42][CH3:43])([CH3:44])[CH3:45].[NH2:27][c:28]1[n:29][cH:30][cH:31][c:32]([C:34](=[O:35])[OH:36])[cH:33]1.[O:46]=[CH:47][N:48]([CH3:49])[CH3:50]>>[CH3:1][O:2][c:3]1[c:4]([O:17][CH2:18][CH2:19][CH2:20][N:21]2[CH2:22][CH2:23][O:24][CH2:25][CH2:26]2)[cH:5][cH:6][c:7]2[c:12]1[N:11]=[C:10]([NH:13][C:34]([c:32]1[cH:31][cH:30][n:29][c:28]([NH2:27])[cH:33]1)=[O:35])[N:9]1[C:8]2=[N:16][CH2:15][CH2:14]1. Yields the product COc1c(OCCCN2CCOCC2)ccc2c1N=C(NC(=O)c1ccnc(N)c1)N1CCN=C21.